describe an organic reaction: reactants, conditions, products, and yield From a dataset of the Open Reaction Database (ORD), a public repository of structured organic reaction records. The reactants are [Li]CCCC (n-BuLi), FC1=CC=C(C=C1)N1N=CC2=C1C=C1CCN(C[C@]1(C2)C(=O)OC)C(=O)OC(C)(C)C ((R)-6-tert-butyl 4a-methyl 1-(4-fluorophenyl)-4a,5,7,8-tetrahydro-1H-pyrazolo[3,4-g]isoquinoline-4a,6(4H)-dicarboxylate), BrC1=NC=CC=C1 (2-Bromopyridine). The solvent is C(C)OCC (diethyl ether), C(C)OCC (diethyl ether), C(C)OCC (diethyl ether). Run at time 1 hour. Product: FC1=CC=C(C=C1)N1N=CC2=C1C=C1CCN(C[C@]1(C2)C(C2=NC=CC=C2)=O)C(=O)OC(C)(C)C ((R)-tert-butyl 1-(4-fluorophenyl)-4a-picolinoyl-4a,5,7,8-tetrahydro-1H-pyrazolo[3,4-g]isoquinoline-6(4H)-carboxylate). The yield is 100.3%. As a reaction SMILES: Br[C:2]1[CH:7]=[CH:6][CH:5]=[CH:4][N:3]=1.[Li]CCCC.[F:13][C:14]1[CH:19]=[CH:18][C:17]([N:20]2[C:24]3[CH:25]=[C:26]4[C@:31]([C:33](OC)=[O:34])([CH2:32][C:23]=3[CH:22]=[N:21]2)[CH2:30][N:29]([C:37]([O:39][C:40]([CH3:43])([CH3:42])[CH3:41])=[O:38])[CH2:28][CH2:27]4)=[CH:16][CH:15]=1>C(OCC)C>[F:13][C:14]1[CH:19]=[CH:18][C:17]([N:20]2[C:24]3[CH:25]=[C:26]4[C@:31]([C:33](=[O:34])[C:2]5[CH:7]=[CH:6][CH:5]=[CH:4][N:3]=5)([CH2:32][C:23]=3[CH:22]=[N:21]2)[CH2:30][N:29]([C:37]([O:39][C:40]([CH3:42])([CH3:41])[CH3:43])=[O:38])[CH2:28][CH2:27]4)=[CH:16][CH:15]=1. Reported procedure: Alternative Procedure: 2-Bromopyridine (110.0 g, 690 mmole) as a solution in diethyl ether (200 mL) was added to a cooled (−65° C.) solution of 2.5 M n-BuLi (275 mL, 690 mmol) in diethyl ether (200 mL). The mixture was stirred for 1 h at −70° C. to −65° C. To this solution was then added a suspension of (R)-6-tert-butyl 4a-methyl 1-(4-fluorophenyl)-4a,5,7,8-tetrahydro-1H-pyrazolo[3,4-g]isoquinoline-4a,6(4H)-dicarboxylate (100.0 g, 230 mmol) in diethyl ether (1.0 L), keeping the temperature below... Starting materials: CC(=O)O[BH-](OC(C)=O)OC(C)=O, CC(=O)O, Cc1cc(F)cc(C)c1-n1cc(-c2nc(C3CCC(=O)CC3)oc2-c2ccc(F)cc2F)ccc1=O, CC(N)O, [Na+]. Yields the product Cc1cc(F)cc(C)c1-n1cc(-c2nc(C3CCC(O)CC3)oc2-c2ccc(F)cc2F)ccc1=O. RXN SMILES: [C:41]([O:42][BH-:43]([O:44][C:45](=[O:46])[CH3:47])[O:48][C:49](=[O:50])[CH3:51])(=[O:52])[CH3:53].[CH3:55][C:56](=[O:57])[OH:58].[F:1][c:2]1[c:3](-[c:9]2[c:10](-[c:21]3[cH:22][cH:23][c:24](=[O:36])[n:25](-[c:27]4[c:28]([CH3:35])[cH:29][c:30]([F:34])[cH:31][c:32]4[CH3:33])[cH:26]3)[n:11][c:12]([CH:14]3[CH2:15][CH2:16][C:17](=[O:20])[CH2:18][CH2:19]3)[o:13]2)[cH:4][cH:5][c:6]([F:8])[cH:7]1.[NH2:37][CH:38]([OH:39])[CH3:40].[Na+:54]>>[F:1][c:2]1[c:3](-[c:9]2[c:10](-[c:21]3[cH:22][cH:23][c:24](=[O:36])[n:25](-[c:27]4[c:28]([CH3:35])[cH:29][c:30]([F:34])[cH:31][c:32]4[CH3:33])[cH:26]3)[n:11][c:12]([CH:14]3[CH2:15][CH2:16][CH:17]([OH:20])[CH2:18][CH2:19]3)[o:13]2)[cH:4][cH:5][c:6]([F:8])[cH:7]1. The reactants are C1COCCO1, CCC(=C(C(=O)Nc1ccc(OCCN(C)C)cc1)c1ccc(OCOC)cc1)c1ccccc1, CO, Cl, [Na+], O=C([O-])O, O. Yields the product CCC(=C(C(=O)Nc1ccc(OCCN(C)C)cc1)c1ccc(O)cc1)c1ccccc1. As a reaction SMILES: [CH2:44]1[O:45][CH2:46][CH2:47][O:48][CH2:49]1.[CH3:1][N:2]([CH2:3][CH2:4][O:5][c:6]1[cH:7][cH:8][c:9]([NH:12][C:13]([C:14](=[C:15]([CH2:16][CH3:17])[c:18]2[cH:19][cH:20][cH:21][cH:22][cH:23]2)[c:24]2[cH:25][cH:26][c:27]([O:30][CH2:31][O:32][CH3:33])[cH:28][cH:29]2)=[O:34])[cH:10][cH:11]1)[CH3:35].[CH3:42][OH:43].[ClH:36].[Na+:41].[O-:37][C:38]([OH:39])=[O:40].[OH2:50]>>[CH3:1][N:2]([CH2:3][CH2:4][O:5][c:6]1[cH:7][cH:8][c:9]([NH:12][C:13]([C:14](=[C:15]([CH2:16][CH3:17])[c:18]2[cH:19][cH:20][cH:21][cH:22][cH:23]2)[c:24]2[cH:25][cH:26][c:27]([OH:30])[cH:28][cH:29]2)=[O:34])[cH:10][cH:11]1)[CH3:35]. The reactants are C, CCC(CC)CCn1ccnc1[N+](=O)[O-], CC(=O)[O-], CCO, [Pd]. The product is CCC(CC)CCn1ccnc1N. Reaction SMILES: [C:20].[CH2:1]([CH3:2])[CH:3]([CH2:4][CH2:5][n:6]1[c:7]([N+:11]([O-:12])=[O:13])[n:8][cH:9][cH:10]1)[CH2:14][CH3:15].[CH3:16][C:17](=[O:18])[O-:19].[CH3:22][CH2:23][OH:24].[Pd:21]>>[CH2:1]([CH3:2])[CH:3]([CH2:4][CH2:5][n:6]1[c:7]([NH2:11])[n:8][cH:9][cH:10]1)[CH2:14][CH3:15]. Starting materials: C(C)(=O)OC[C@]12CC[C@@H](CC1=CC[C@H]1[C@@H]3CC[C@@H]([C@@]3(C)CC[C@H]21)O[Si](C2=CC=CC=C2)(C2=CC=CC=C2)C2=CC=CC=C2)O[Si](C2=CC=CC=C2)(C2=CC=CC=C2)C2=CC=CC=C2 (3β,17β-di(triphenylsiloxy)androst-5-en-19-ol acetate), [H-].[Al+3].[Li+].[H-].[H-].[H-] (lithium aluminum hydride), O (water). The solvent is CCOCC (ether), CCOCC (ether). The product is C1(=CC=CC=C1)[Si](O[C@@H]1CC2=CC[C@H]3[C@@H]4CC[C@@H]([C@@]4(C)CC[C@@H]3[C@]2(CC1)CO)O[Si](C1=CC=CC=C1)(C1=CC=CC=C1)C1=CC=CC=C1)(C1=CC=CC=C1)C1=CC=CC=C1 (3β,17β-di(triphenylsiloxy)-androst-5-en-19-ol). RXN SMILES: C([O:4][CH2:5][C@@:6]12[C@@H:23]3[C@H:14]([C@H:15]4[C@@:19]([CH2:21][CH2:22]3)([CH3:20])[C@@H:18]([O:24][Si:25]([C:38]3[CH:43]=[CH:42][CH:41]=[CH:40][CH:39]=3)([C:32]3[CH:37]=[CH:36][CH:35]=[CH:34][CH:33]=3)[C:26]3[CH:31]=[CH:30][CH:29]=[CH:28][CH:27]=3)[CH2:17][CH2:16]4)[CH2:13][CH:12]=[C:11]1[CH2:10][C@@H:9]([O:44][Si:45]([C:58]1[CH:63]=[CH:62][CH:61]=[CH:60][CH:59]=1)([C:52]1[CH:57]=[CH:56][CH:55]=[CH:54][CH:53]=1)[C:46]1[CH:51]=[CH:50][CH:49]=[CH:48][CH:47]=1)[CH2:8][CH2:7]2)(=O)C.[H-].[Al+3].[Li+].[H-].[H-].[H-].O>CCOCC>[C:58]1([Si:45]([C:52]2[CH:53]=[CH:54][CH:55]=[CH:56][CH:57]=2)([C:46]2[CH:47]=[CH:48][CH:49]=[CH:50][CH:51]=2)[O:44][C@H:9]2[CH2:8][CH2:7][C@@:6]3([CH2:5][OH:4])[C:11](=[CH:12][CH2:13][C@@H:14]4[C@@H:23]3[CH2:22][CH2:21][C@@:19]3([CH3:20])[C@H:15]4[CH2:16][CH2:17][C@@H:18]3[O:24][Si:25]([C:26]3[CH:27]=[CH:28][CH:29]=[CH:30][CH:31]=3)([C:32]3[CH:33]=[CH:34][CH:35]=[CH:36][CH:37]=3)[C:38]3[CH:39]=[CH:40][CH:41]=[CH:42][CH:43]=3)[CH2:10]2)[CH:59]=[CH:60][CH:61]=[CH:62][CH:63]=1 |f:1.2.3.4.5.6|. Procedure details: To an ether solution of 3β,17β-di(triphenylsiloxy)androst-5-en-19-ol acetate is added a suspension of lithium aluminum hydride in ether. After refluxing for a period of one hour, water is cautiously added, the ether solution is separated, dried over sodium sulfate and evaporated under reduced pressure. The residue when purified from an acetone-hexane mixture results in the preparation of the desired 3β,17β-di(triphenylsiloxy)-androst-5-en-19-ol.